This data is from the Open Reaction Database (ORD), a public repository of structured organic reaction records. The task is: describe an organic reaction: reactants, conditions, products, and yield The reactants are C(C1=CC=CC=C1)[C@@H]([C@H](C(OC1CCCC1)NS(=O)(=O)C1=CC=C(C=C1)O)O)NC(O[C@H]1CO[C@H]2OCC[C@H]21)=O ((3R,3aS,6aR)hexahydrofuro[2,3-b]furan-3-yl N-((1S,2R)-1-benzyl-3-(cyclopentyloxy)[(4-hydroxyphenyl)sulfonyl]amino-2-hydroxypropyl)carbamate), BrC(C)C (2-bromopropane), C([O-])([O-])=O.[K+].[K+] (potassium carbonate). Reagents/catalysts: [I-].C(CCC)[N+](CCCC)(CCCC)CCCC (tetrabutylammonium iodide). The solvent is CN(C)C=O (DMF). Run at time 15 hour. Product: C(C1=CC=CC=C1)[C@@H]([C@H](C(OC1CCCC1)NS(=O)(=O)C1=CC=C(C=C1)OC(C)C)O)NC(O[C@H]1CO[C@H]2OCC[C@H]21)=O ((3R,3aS,6aR)hexahydrofuro[2,3-b]furan-3-yl N-((1S,2R)-1-benzyl-3-(cyclopentyloxy)[(4-isopropoxyphenyl)sulfonyl]amino-2-hydroxypropyl)carbamate). Isolated yield 75.8%. Reaction SMILES: [CH2:1]([C@H:8]([NH:29][C:30](=[O:40])[O:31][C@@H:32]1[C@H:39]2[C@H:35]([O:36][CH2:37][CH2:38]2)[O:34][CH2:33]1)[C@@H:9]([OH:28])[CH:10]([NH:17][S:18]([C:21]1[CH:26]=[CH:25][C:24]([OH:27])=[CH:23][CH:22]=1)(=[O:20])=[O:19])[O:11][CH:12]1[CH2:16][CH2:15][CH2:14][CH2:13]1)[C:2]1[CH:7]=[CH:6][CH:5]=[CH:4][CH:3]=1.Br[CH:42]([CH3:44])[CH3:43].C(=O)([O-])[O-].[K+].[K+]>[I-].C([N+](CCCC)(CCCC)CCCC)CCC.CN(C=O)C>[CH2:1]([C@H:8]([NH:29][C:30](=[O:40])[O:31][C@@H:32]1[C@H:39]2[C@H:35]([O:36][CH2:37][CH2:38]2)[O:34][CH2:33]1)[C@@H:9]([OH:28])[CH:10]([NH:17][S:18]([C:21]1[CH:26]=[CH:25][C:24]([O:27][CH:42]([CH3:44])[CH3:43])=[CH:23][CH:22]=1)(=[O:20])=[O:19])[O:11][CH:12]1[CH2:13][CH2:14][CH2:15][CH2:16]1)[C:2]1[CH:7]=[CH:6][CH:5]=[CH:4][CH:3]=1 |f:2.3.4,5.6|. Procedure details: (3R,3aS,6aR)hexahydrofuro[2,3-b]furan-3-yl N-((1S,2R)-1-benzyl-3-(cyclopentyloxy)[(4-hydroxyphenyl)sulfonyl]amino-2-hydroxypropyl)carbamate (0.13 mmol, 75 mg) was combined with 2-bromopropane (0.26 mmol, 0.025 mL), potassium carbonate (0.65 mmol, 90 mg), tetrabutylammonium iodide (5 mg) and anhydrous DMF (1 mL). The reaction stirred under a nitrogen atmosphere at room temperature for 15 hours, then was heated to 50° C. for 3 hours. The reaction mixture was concentrated under vacuum to a residue ... Starting materials: C(C)(=O)[O-].[Na+] (sodium acetate), BrC=1C=CC(=C2C=CC=NC12)C (8-bromo-5-methylquinoline), BrN1C(CCC1=O)=O (N-bromosuccinimide), N(=NC(C#N)(C)C)C(C#N)(C)C (2,2′-azobis(2-methylpropionitrile)). The solvent is C(Cl)(Cl)(Cl)Cl (carbon tetrachloride), O (water). Reaction conditions: time 2 hour. The product is C(C)(=O)OCC1=C2C=CC=NC2=C(C=C1)Br ((8-bromo-5-quinolinyl)methyl acetate). Isolated yield 70.5%. RXN SMILES: [Br:1][C:2]1[CH:3]=[CH:4][C:5]([CH3:12])=[C:6]2[C:11]=1[N:10]=[CH:9][CH:8]=[CH:7]2.BrN1C(=O)CCC1=O.N(C(C)(C)C#N)=NC(C)(C)C#N.[C:33]([O-:36])(=[O:35])[CH3:34].[Na+]>C(Cl)(Cl)(Cl)Cl.O>[C:33]([O:36][CH2:12][C:5]1[CH:4]=[CH:3][C:2]([Br:1])=[C:11]2[C:6]=1[CH:7]=[CH:8][CH:9]=[N:10]2)(=[O:35])[CH3:34] |f:3.4|. Reported procedure: A mixture of 8-bromo-5-methylquinoline (5.4 g, 24.3 mmol), N-bromosuccinimide (5.2 g, 29.2 mmol), and 2,2′-azobis(2-methylpropionitrile) (AIBN) (0.40 g, 24.3 mmol) in carbon tetrachloride (80 mL) was heated at reflux for 3 h under nitrogen atmosphere. The reaction mixture was cooled to room temperature and filtered, using hexane for rinsing. The filtrate was concentrated under reduced pressure. The residue was dissolved in N,N-dimethylformamide (50 mL), and then sodium acetate (4.0 g, 48.8 mmol)... Starting materials: C(CCCCC)(=O)CC(=O)O (hexanoylacetic acid), C(C(=O)Cl)(=O)Cl (oxalyl chloride). Reaction conditions: temperature 55 celsius. Yields the product C(CCCCC)(=O)OCC(=O)Cl (Hexanoyloxy Acetic Chloride). RXN SMILES: [C:1]([CH2:8][C:9]([OH:11])=[O:10])(=O)[CH2:2][CH2:3][CH2:4]CC.[C:12](Cl)(=O)[C:13]([Cl:15])=[O:14]>>[C:9]([O:11][CH2:12][C:13]([Cl:15])=[O:14])(=[O:10])[CH2:8][CH2:1][CH2:2][CH2:3][CH3:4]. Procedure details: 8.7 gm (0.05 mole) of hexanoylacetic acid and 12.7 gm (0.10 mole) of oxalyl chloride were mixed together at room temperature. The reaction was heated gradually over one hour at 50-60° C. for about two hours. Excess oxalyl chloride was removed under reduced pressure to yield an oil that exhibits no --OH stretch by IR. Weight was 9.6 gm. The reactants are CCO, Cn1ccc(NC(=O)c2cc(OCc3ccccc3)cc(OC3CCCC3)c2)n1, [H][H]. Yields the product Cn1ccc(NC(=O)c2cc(O)cc(OC3CCCC3)c2)n1. RXN SMILES: [CH3:32][CH2:33][OH:34].[CH:1]1([O:6][c:7]2[cH:8][c:9]([C:10](=[O:11])[NH:12][c:13]3[n:14][n:15]([CH3:18])[cH:16][cH:17]3)[cH:19][c:20]([O:22][CH2:23][c:24]3[cH:25][cH:26][cH:27][cH:28][cH:29]3)[cH:21]2)[CH2:2][CH2:3][CH2:4][CH2:5]1.[H:30][H:31]>>[CH:1]1([O:6][c:7]2[cH:8][c:9]([C:10](=[O:11])[NH:12][c:13]3[n:14][n:15]([CH3:18])[cH:16][cH:17]3)[cH:19][c:20]([OH:22])[cH:21]2)[CH2:2][CH2:3][CH2:4][CH2:5]1.